Dataset: the Open Reaction Database (ORD), a public repository of structured organic reaction records. Task: describe an organic reaction: reactants, conditions, products, and yield Starting materials: C1=CN(C=N1)C(=O)N2C=CN=C2 (CDI), N([C@@H](CCC(O)=O)C(=O)OC(C)(C)C)C(=O)OC(C)(C)C (Boc-Glu-OtBu), NC=1C=CC(=C(C1)S(=O)(=O)[O-])O.[Na+] (Sodium 5-amino-2-hydroxybenzenesulfonate). Solvent: C1CCOC1 (THF), C(Cl)Cl (methylene chloride). Conditions: time 30 minute. The product is OC1=C(C=C(C=C1)NC(CC[C@H](N)C(=O)O)=O)S(=O)(=O)O (N5-(4-hydroxy-3-sulfophenyl)-L-glutamine). RXN SMILES: [NH:1](C(OC(C)(C)C)=O)[C@H:2]([C:8]([O:10]C(C)(C)C)=[O:9])[CH2:3][CH2:4][C:5](=[O:7])O.C1N=CN(C(N2C=NC=C2)=O)C=1.[NH2:34][C:35]1[CH:36]=[CH:37][C:38]([OH:45])=[C:39]([S:41]([O-:44])(=[O:43])=[O:42])[CH:40]=1.[Na+]>C(Cl)Cl.C1COCC1>[OH:45][C:38]1[CH:37]=[CH:36][C:35]([NH:34][C:5](=[O:7])[CH2:4][CH2:3][C@@H:2]([C:8]([OH:10])=[O:9])[NH2:1])=[CH:40][C:39]=1[S:41]([OH:44])(=[O:42])=[O:43] |f:2.3|. Procedure details: Boc-Glu-OtBu (100 mg, 0.33 mmol) was dissolved in methylene chloride (1 ml) and THF (1 ml), and CDI (65 mg, 1.1 mmol) was added to the solution. The mixture was stirred for 30 minutes at room temperature. Sodium 5-amino-2-hydroxybenzenesulfonate (77 mg, 0.33 mmol) was added to the mixture and stirred overnight at room temperature. After the solvent was removed by distillation, the mixture was purified in accordance with the purification step A. The resulting intermediate was dissolved in 2 ml of... The reactants are CC1=NC=CC(=C1)C#CC=1N=C(NC1)C (2-methyl-4-(2-methyl-1H-imidazol-4-ylethynyl)-pyridine), BrCC#N (bromoacetonitrile). The product is CC=1N(C=C(N1)C#CC1=CC(=NC=C1)C)CC#N ([2-Methyl-4-(2-methyl-pyridin-4-ylethynyl)-imidazol-1-yl]-acetonitrile). As a reaction SMILES: [CH3:1][C:2]1[CH:7]=[C:6]([C:8]#[C:9][C:10]2[N:11]=[C:12]([CH3:15])[NH:13][CH:14]=2)[CH:5]=[CH:4][N:3]=1.Br[CH2:17][C:18]#[N:19]>>[CH3:15][C:12]1[N:13]([CH2:17][C:18]#[N:19])[CH:14]=[C:10]([C:9]#[C:8][C:6]2[CH:5]=[CH:4][N:3]=[C:2]([CH3:1])[CH:7]=2)[N:11]=1. Reported procedure: The title compound, MS: m/e=237.2 (M+H+), was prepared in accordance with the general method of example 1 from 2-methyl-4-(2-methyl-1H-imidazol-4-ylethynyl)-pyridine and bromoacetonitrile. Reactants: CCCO, CC(=O)[O-], CCOC(C)=O, O=S([O-])c1ccc(Cl)cc1, ClCc1ccncc1, Cl, [K+], [Na+]. Yields the product O=S(=O)(Cc1ccncc1)c1ccc(Cl)cc1. RXN SMILES: [CH2:1]([OH:2])[CH2:3][CH3:4].[CH3:26][C:27](=[O:28])[O-:29].[CH3:30][CH2:31][O:32][C:33](=[O:34])[CH3:35].[Cl:14][c:15]1[cH:16][cH:17][c:18]([S:21](=[O:22])[O-:23])[cH:19][cH:20]1.[Cl:6][CH2:7][c:8]1[cH:9][cH:10][n:11][cH:12][cH:13]1.[ClH:5].[K+:25].[Na+:24]>>[CH2:7]([c:8]1[cH:9][cH:10][n:11][cH:12][cH:13]1)[S:21]([c:18]1[cH:17][cH:16][c:15]([Cl:14])[cH:20][cH:19]1)(=[O:22])=[O:23]. Reactants: CCC(C(=O)O)N(C(=O)c1cnn(-c2ccc(F)cc2)c1)c1ccc(OCC(C)(C)C)c(C#N)c1, CCO, [Na+], [OH-]. Yields the product CC(C)(C)COc1ccc(N(CC(=O)O)C(=O)c2cnn(-c3ccc(F)cc3)c2)cc1C#N. Reaction SMILES: [CH2:1]([CH3:2])[CH:3]([N:4]([C:5](=[O:6])[c:7]1[cH:8][n:9][n:10](-[c:12]2[cH:13][cH:14][c:15]([F:18])[cH:16][cH:17]2)[cH:11]1)[c:19]1[cH:20][c:21]([C:31]#[N:32])[c:22]([O:25][CH2:26][C:27]([CH3:28])([CH3:29])[CH3:30])[cH:23][cH:24]1)[C:33](=[O:34])[OH:35].[CH3:38][CH2:39][OH:40].[Na+:37].[OH-:36]>>[CH2:3]([N:4]([C:5](=[O:6])[c:7]1[cH:8][n:9][n:10](-[c:12]2[cH:13][cH:14][c:15]([F:18])[cH:16][cH:17]2)[cH:11]1)[c:19]1[cH:20][c:21]([C:31]#[N:32])[c:22]([O:25][CH2:26][C:27]([CH3:28])([CH3:29])[CH3:30])[cH:23][cH:24]1)[C:33](=[O:34])[OH:35]. Starting materials: O=S(Cl)Cl, O=C(O)c1cccc2nnsc12. The product is [Cl-], O=C(O)c1cccc2nnsc12. RXN SMILES: [S:13]([Cl:14])([Cl:15])=[O:16].[s:1]1[n:2][n:3][c:4]2[c:5]1[c:6]([C:10](=[O:11])[OH:12])[cH:7][cH:8][cH:9]2>>[Cl-:15].[s:1]1[n:2][n:3][c:4]2[c:5]1[c:6]([C:10](=[O:11])[OH:12])[cH:7][cH:8][cH:9]2. Reactants: C(=O)([O-])[O-].[K+].[K+] (K2CO3), C1COCCOCCOCCOCCOCCO1 (18-crown-6), ClCCOCCOCCOC (1-Chloro-3,6,9-trioxadecane), OC1=CC=C(C=O)C=C1 (p-hydroxybenzaldehyde). The solvent is C1CCOC1 (THF), O (water). Product: O(CCOCCOCCOC)C1=CC=C(C=O)C=C1 (p-(1,4,7,10-Tetraoxaundecyl)benzaldehyde). Isolated yield 71.2%. As a reaction SMILES: Cl[CH2:2][CH2:3][O:4][CH2:5][CH2:6][O:7][CH2:8][CH2:9][O:10][CH3:11].[OH:12][C:13]1[CH:20]=[CH:19][C:16]([CH:17]=[O:18])=[CH:15][CH:14]=1.C([O-])([O-])=O.[K+].[K+].C1OCCOCCOCCOCCOCCOC1>C1COCC1.O>[O:12]([C:13]1[CH:20]=[CH:19][C:16]([CH:17]=[O:18])=[CH:15][CH:14]=1)[CH2:2][CH2:3][O:4][CH2:5][CH2:6][O:7][CH2:8][CH2:9][O:10][CH3:11] |f:2.3.4|. Procedure details: Chloride 603 (26 g, 0.14 mol, 1.3 equiv) and p-hydroxybenzaldehyde (13 g, 0.11 mol, 1 equiv) were dissolved in dry THF (40 mL). K2CO3 (15 g, 0.11 mol, 1 equiv) was added followed by 18-crown-6 (3.0 g, 11 mmol, 0.11 equiv) and KI (0.20 g, 1.2 mmol, 0.01 equiv). The reaction mixture was stirred at reflux for 48 h. The resulting mixture was cooled to room temperature, and water (200 mL) was added. The product was extracted with 3×350 mL portions of ethyl acetate and the combined organic layers were...